From a dataset of the Open Reaction Database (ORD), a public repository of structured organic reaction records. describe an organic reaction: reactants, conditions, products, and yield Starting materials: C(CCCCCCC\C=C/CCCCCCCC)(=O)OC (methyl oleate), S (hydrogen sulfide). Solvent: CCCCCC (hexane). Product: SC(C(=O)OC)CCCCCCCCCCCCCCCC (methyl mercaptostearate). Isolated yield 57.0%. RXN SMILES: [C:1]([O:20][CH3:21])(=[O:19])[CH2:2][CH2:3][CH2:4][CH2:5][CH2:6][CH2:7][CH2:8]/[CH:9]=[CH:10]\[CH2:11][CH2:12][CH2:13][CH2:14][CH2:15][CH2:16][CH2:17][CH3:18].[SH2:22]>CCCCCC>[SH:22][CH:2]([CH2:3][CH2:4][CH2:5][CH2:6][CH2:7][CH2:8][CH2:9][CH2:10][CH2:11][CH2:12][CH2:13][CH2:14][CH2:15][CH2:16][CH2:17][CH3:18])[C:1]([O:20][CH3:21])=[O:19]. Procedure details: The reaction of methyl oleate with hydrogen sulfide in hexane at -70° for 4 hours and +25° C. for 7 hours results in the formation of 89% and 57% methyl mercaptostearate, respectively, when catalyzed by boron trifluoride. Methyl linoleate reacts with hydrogen sulfide under the same conditions to form a mixture of the cyclic sufides in yield of 83.8% and 64.5%, respectively. Temperature programmed gas-liquid chromatography (GLC) of the above reaction products reveals that essentially all componen...